Task: describe an organic reaction: reactants, conditions, products, and yield. Dataset: the Open Reaction Database (ORD), a public repository of structured organic reaction records Isolated yield 81.5%. Run at temperature 90 celsius, time 2 hour. Yields the product C(C)(=O)O[C@@H](COC1=C(C=C2C(=NC=NC2=C1)OC=1C(=C2C=C(NC2=CC1)C)F)OC)CN1CCCC1 ((2R)-7-(2-acetoxy-3-(pyrrolidin-1-yl)propoxy)-4-(4-fluoro-2-methylindol-5-yloxy)-6-methoxyquinazoline). Starting materials: C(C)(=O)O[C@@H](COC1=C(C=C2C(=NC=NC2=C1)Cl)OC)CN1CCCC1 ((2R)-7-(2-acetoxy-3-(pyrrolidin-1-yl)propoxy)-4-chloro-6-methoxyquinazoline), FC1=C2C=C(NC2=CC=C1O)C (4-fluoro-5-hydroxy-2-methylindole), C([O-])([O-])=O.[K+].[K+] (potassium carbonate). RXN SMILES: [C:1]([O:4][C@H:5]([CH2:21][N:22]1[CH2:26][CH2:25][CH2:24][CH2:23]1)[CH2:6][O:7][C:8]1[CH:17]=[C:16]2[C:11]([C:12](Cl)=[N:13][CH:14]=[N:15]2)=[CH:10][C:9]=1[O:19][CH3:20])(=[O:3])[CH3:2].[F:27][C:28]1[C:36]([OH:37])=[CH:35][CH:34]=[C:33]2[C:29]=1[CH:30]=[C:31]([CH3:38])[NH:32]2.C(=O)([O-])[O-].[K+].[K+]>CN(C=O)C>[C:1]([O:4][C@H:5]([CH2:21][N:22]1[CH2:26][CH2:25][CH2:24][CH2:23]1)[CH2:6][O:7][C:8]1[CH:17]=[C:16]2[C:11]([C:12]([O:37][C:36]3[C:28]([F:27])=[C:29]4[C:33](=[CH:34][CH:35]=3)[NH:32][C:31]([CH3:38])=[CH:30]4)=[N:13][CH:14]=[N:15]2)=[CH:10][C:9]=1[O:19][CH3:20])(=[O:3])[CH3:2] |f:2.3.4|. Procedure details: A suspension of (2R)-7-(2-acetoxy-3-(pyrrolidin-1-yl)propoxy)-4-chloro-6-methoxyquinazoline (530 mg, 1.4 mmol) and 4-fluoro-5-hydroxy-2-methylindole (277 mg, 1.68 mmol), (prepared as described for the starting material in Example 237), in DMF (8 ml) containing potassium carbonate (290 mg, 2.1 mmol) was stirred at 90° C. for 2 hours. After cooling, the volatiles were removed under vacuum and the residue was purified by column chromatography eluting with methylene chloride/methanol (95/5) to give ... Run in CN(C)C=O (DMF). Reactants: C1(CC1)C(=O)OC(C)(C)C (tert-butyl cyclopropanecarboxylate), [Li+].CC(C)[N-]C(C)C (LDA), C(C)(C)NC(C)C (diisopropylamine), C(CCC)[Li] (butyllithium), FC1(CCC(CC1)=O)F (4,4-difluorocyclohexanone). The solvent is C1CCOC1 (THF), C1CCOC1 (THF), C1CCOC1 (THF). Run at temperature -78 celsius, time 1 hour. The product is FC1(CCC(CC1)(O)C1(CC1)C(=O)OC(C)(C)C)F (tert-butyl 1-(4,4-difluoro-1-hydroxycyclohexyl)cyclopropanecarboxylate). The yield is 49.4%. As a reaction SMILES: [Li+].CC([N-]C(C)C)C.C(NC(C)C)(C)C.C([Li])CCC.[CH:21]1([C:24]([O:26][C:27]([CH3:30])([CH3:29])[CH3:28])=[O:25])[CH2:23][CH2:22]1.[F:31][C:32]1([F:39])[CH2:37][CH2:36][C:35](=[O:38])[CH2:34][CH2:33]1>C1COCC1>[F:31][C:32]1([F:39])[CH2:37][CH2:36][C:35]([C:21]2([C:24]([O:26][C:27]([CH3:30])([CH3:29])[CH3:28])=[O:25])[CH2:23][CH2:22]2)([OH:38])[CH2:34][CH2:33]1 |f:0.1|. Procedure details: A solution of LDA prepared from diisopropylamine (304 mg, 3.00 mmol) and butyllithium (1.20 mL, 3.00 mmol) in THF was added to a cold (−78° C.) solution of tert-butyl cyclopropanecarboxylate (427 mg, 3.00 mmol) in THF (2 mL), and the mixture was stirred at −78° C. for 1 h. A solution of 4,4-difluorocyclohexanone (268 mg, 2 mmol) in THF (0.5 mL) was added dropwise and the mixture was stirred at −78° C. for 2 h and allowed to warm to rt overnight. The crude product was purified by silica gel FCC (...